From a dataset of the Open Reaction Database (ORD), a public repository of structured organic reaction records. describe an organic reaction: reactants, conditions, products, and yield Starting materials: C1=CC=CC=2C3=CC=CC=C3N(C12)C1CC(N(C2=CC=CC=C12)C(C1=CC(=C(C=C1)OC)OC)=O)CCCCC(=O)O (5-[4-(9H-9-Carbazolyl)-1-(3,4-dimethoxybenzoyl)-1,2,3,4-tetrahydro-2-quinolinyl]pentanoic acid), C(CCCCC)NC (N-hexyl-N-methylamine). The product is C1=CC=CC=2C3=CC=CC=C3N(C12)C1CC(N(C2=CC=CC=C12)C(C1=CC(=C(C=C1)OC)OC)=O)CCCCC(=O)N(C)CCCCCC (5-[4-(9H-9-Carbazolyl)-1-(3,4-dimethoxybenzoyl)-1,2,3,4-tetrahydro-2-quinolinyl]-N-hexyl-N-methylpentanamide). Isolated yield 71.0%. RXN SMILES: [CH:1]1[C:13]2[N:12]([CH:14]3[C:23]4[C:18](=[CH:19][CH:20]=[CH:21][CH:22]=4)[N:17]([C:24](=[O:35])[C:25]4[CH:30]=[CH:29][C:28]([O:31][CH3:32])=[C:27]([O:33][CH3:34])[CH:26]=4)[CH:16]([CH2:36][CH2:37][CH2:38][CH2:39][C:40]([OH:42])=O)[CH2:15]3)[C:11]3[C:6](=[CH:7][CH:8]=[CH:9][CH:10]=3)[C:5]=2[CH:4]=[CH:3][CH:2]=1.[CH2:43]([NH:49][CH3:50])[CH2:44][CH2:45][CH2:46][CH2:47][CH3:48]>>[CH:1]1[C:13]2[N:12]([CH:14]3[C:23]4[C:18](=[CH:19][CH:20]=[CH:21][CH:22]=4)[N:17]([C:24](=[O:35])[C:25]4[CH:30]=[CH:29][C:28]([O:31][CH3:32])=[C:27]([O:33][CH3:34])[CH:26]=4)[CH:16]([CH2:36][CH2:37][CH2:38][CH2:39][C:40]([N:49]([CH2:43][CH2:44][CH2:45][CH2:46][CH2:47][CH3:48])[CH3:50])=[O:42])[CH2:15]3)[C:11]3[C:6](=[CH:7][CH:8]=[CH:9][CH:10]=3)[C:5]=2[CH:4]=[CH:3][CH:2]=1. Reported procedure: Starting with 5-[4-(9H-9-carbazolyl)-1-(3,4-dimethoxybenzoyl)-1,2,3,4-tetrahydro-2-quinolinyl]pentanoic acid (0.12 g, 0.21 mmol) prepared in Example 128 and N-hexyl-N-methylamine (0.3 ml), the same procedure as shown in Example 129 was repeated to give the titled compound (0.10 g, yield: 71%) as a white powder (cis:trans=3:1). Reactants: C(=O)[O-].[NH4+] (Ammonium formate), C1(=CC=CC=C1)C1CCC(CC1)=O (4-phenylcyclohexanone), C(#N)[BH3-].[Na+] (sodium cyanoborohydride). Solvent: C(Cl)Cl (methylene chloride), CO (methanol). Run at time 24 hour. Yields the product C1(=CC=CC=C1)[C@@H]1CC[C@H](CC1)N (trans-4-phenyl-cyclohexylamine). Yield: 68.8%. Reaction SMILES: C([O-])=O.[NH4+].[C:5]1([CH:11]2[CH2:16][CH2:15][C:14](=O)[CH2:13][CH2:12]2)[CH:10]=[CH:9][CH:8]=[CH:7][CH:6]=1.C([BH3-])#[N:19].[Na+]>CO.C(Cl)Cl>[C:5]1([C@H:11]2[CH2:16][CH2:15][C@H:14]([NH2:19])[CH2:13][CH2:12]2)[CH:10]=[CH:9][CH:8]=[CH:7][CH:6]=1 |f:0.1,3.4|. Reported procedure: Ammonium formate (18 g, 285 mmol) was added to a solution of 4-phenylcyclohexanone (5 g, 28.7 mmol) in methanol (150 ml) under nitrogen at room temperature followed by the portionwise addition of sodium cyanoborohydride (1.85 g, 29.4 mmol). After stirring the reaction mixture at room temperature for 24 hours, the methanol was removed under vacuum to leave an oily residue. The residue was dissolved in methylene chloride (100 ml) which was then washed with 1N sodium hydroxide (2×100 ml). The organ... Run in C(C)#N (acetonitrile), C(C)#N (acetonitrile). RXN SMILES: [C:1]1([C:7]([C:10]2[CH:15]=[CH:14][CH:13]=[CH:12][CH:11]=2)=[N+]=[N-])[CH:6]=[CH:5][CH:4]=[CH:3][CH:2]=1.[C:16]([C:19]1[N:20]2[CH:23]([S:24][CH2:25][C:26]=1[CH3:27])[CH:22]([NH:28][C:29]([C:42]1[CH:47]=[CH:46][CH:45]=[CH:44][CH:43]=1)([C:36]1[CH:41]=[CH:40][CH:39]=[CH:38][CH:37]=1)[C:30]1[CH:35]=[CH:34][CH:33]=[CH:32][CH:31]=1)[C:21]2=[O:48])([OH:18])=[O:17].CCC=CCCCC>C(#N)C>[CH:7]([O:17][C:16]([C:19]1[N:20]2[CH:23]([S:24][CH2:25][C:26]=1[CH3:27])[CH:22]([NH:28][C:29]([C:42]1[CH:43]=[CH:44][CH:45]=[CH:46][CH:47]=1)([C:36]1[CH:37]=[CH:38][CH:39]=[CH:40][CH:41]=1)[C:30]1[CH:35]=[CH:34][CH:33]=[CH:32][CH:31]=1)[C:21]2=[O:48])=[O:18])([C:1]1[CH:6]=[CH:5][CH:4]=[CH:3][CH:2]=1)[C:10]1[CH:15]=[CH:14][CH:13]=[CH:12][CH:11]=1. Run at temperature 25 celsius, time 2 hour. The product is C(C1=CC=CC=C1)(C1=CC=CC=C1)OC(=O)C=1N2C(C(C2SCC1C)NC(C1=CC=CC=C1)(C1=CC=CC=C1)C1=CC=CC=C1)=O (2-benzhydryloxycarbonyl-3-methyl-8-oxo-7-tritylamino-5-thia-1-aza-bicyclo[4.2.0]oct-2-ene). Reported procedure: A solution of diphenyldiazomethane (12.3 g) in acetonitrile (200 cc) is added, in the course of 15 minutes, to a suspension of a mixture (28.8 g) of 2-carboxy-3-methyl-8-oxo-7-tritylamino-5-thia-1-aza-bicyclo[4.2.0]oct-2-ene (40%) and its oct-3-ene isomer (60%) in acetonitrile (500 cc), and the reaction mixture is then stirred for 2 hours at 25° C. The solvent is evaporated under reduced pressure (40 mm Hg) at 30° C. and the oily residue is redissolved in ethyl acetate (500 cc). The solution is ... Reactants: C1(=CC=CC=C1)C(=[N+]=[N-])C1=CC=CC=C1 (diphenyldiazomethane), C(=O)(O)C=1N2C(C(C2SCC1C)NC(C1=CC=CC=C1)(C1=CC=CC=C1)C1=CC=CC=C1)=O (2-carboxy-3-methyl-8-oxo-7-tritylamino-5-thia-1-aza-bicyclo[4.2.0]oct-2-ene), CCC=CCCCC (oct-3-ene). The yield is 90.1%. The reactants are [BH4-], CC(C)(C)[Si](C)(C)OC(CCl)CC=O, CO, NC(c1cnc(NC(=O)C2(c3ccc4c(c3)OCO4)CC2)s1)c1ccc(F)cc1Cl, [Na+], O. Yields the product CC(C)(C)[Si](C)(C)OC1CCN(C(c2cnc(NC(=O)C3(c4ccc5c(c4)OCO5)CC3)s2)c2ccc(F)cc2Cl)C1. As a reaction SMILES: [BH4-:45].[C:31]([CH3:32])([CH3:33])([CH3:34])[Si:35]([O:36][CH:37]([CH2:38][CH:39]=[O:42])[CH2:41][Cl:40])([CH3:43])[CH3:44].[CH3:47][OH:48].[NH2:1][CH:2]([c:3]1[cH:4][n:5][c:6]([NH:8][C:9](=[O:10])[C:11]2([c:14]3[cH:15][c:16]4[c:17]([cH:21][cH:22]3)[O:18][CH2:19][O:20]4)[CH2:12][CH2:13]2)[s:7]1)[c:23]1[c:24]([Cl:30])[cH:25][c:26]([F:29])[cH:27][cH:28]1.[Na+:46].[OH2:49]>>[N:1]1([CH:2]([c:3]2[cH:4][n:5][c:6]([NH:8][C:9](=[O:10])[C:11]3([c:14]4[cH:15][c:16]5[c:17]([cH:21][cH:22]4)[O:18][CH2:19][O:20]5)[CH2:12][CH2:13]3)[s:7]2)[c:23]2[c:24]([Cl:30])[cH:25][c:26]([F:29])[cH:27][cH:28]2)[CH2:39][CH2:38][CH:37]([O:36][Si:35]([C:31]([CH3:32])([CH3:33])[CH3:34])([CH3:43])[CH3:44])[CH2:41]1. Reaction SMILES: [BH4-:25].[CH3:27][CH2:28][OH:29].[Na+:26].[c:1]1([CH:7]([CH:8]2[N:9]([C:14](=[O:15])[O:16][CH2:17][CH3:18])[CH2:10][CH2:11][C:12]2=[O:13])[c:19]2[cH:20][cH:21][cH:22][cH:23][cH:24]2)[cH:2][cH:3][cH:4][cH:5][cH:6]1>>[c:1]1([CH:7]([CH:8]2[N:9]([C:14](=[O:15])[O:16][CH2:17][CH3:18])[CH2:10][CH2:11][CH:12]2[OH:13])[c:19]2[cH:20][cH:21][cH:22][cH:23][cH:24]2)[cH:2][cH:3][cH:4][cH:5][cH:6]1. Yields the product CCOC(=O)N1CCC(O)C1C(c1ccccc1)c1ccccc1. Starting materials: [BH4-], CCO, [Na+], CCOC(=O)N1CCC(=O)C1C(c1ccccc1)c1ccccc1. The reactants are ClCCC(O)C1=CC=CC=C1 (3-chloro-1-phenylpropan-1-ol), CNCC1=CC=CC=C1 (N-methylbenzylamine), [I-].[K+] (potassium iodide), C([O-])([O-])=O.[K+].[K+] (potassium carbonate). Solvent: CN(C=O)C (dimethylformamide). Yields the product C(C1=CC=CC=C1)N(CCC(O)C1=CC=CC=C1)C (3-[Benzyl(methyl)amino]-1-phenyl-1-propanol). Reaction SMILES: Cl[CH2:2][CH2:3][CH:4]([C:6]1[CH:11]=[CH:10][CH:9]=[CH:8][CH:7]=1)[OH:5].[CH3:12][NH:13][CH2:14][C:15]1[CH:20]=[CH:19][CH:18]=[CH:17][CH:16]=1.[I-].[K+].C(=O)([O-])[O-].[K+].[K+]>CN(C)C=O>[CH2:14]([N:13]([CH3:12])[CH2:2][CH2:3][CH:4]([C:6]1[CH:11]=[CH:10][CH:9]=[CH:8][CH:7]=1)[OH:5])[C:15]1[CH:20]=[CH:19][CH:18]=[CH:17][CH:16]=1 |f:2.3,4.5.6|. Procedure details: A solution of 3-chloro-1-phenylpropan-1-ol (2 g, 11.7 mmol), N-methylbenzylamine (2.12 g, 17.5 mmol), potassium iodide (2.6 g, 22 mmol), and potassium carbonate (3.2 g, 23.4 mmol) in dimethylformamide (120 mL) was stirred at 90° C. in a reacti-vial for 16 h. After this time the reaction was allowed to cool to room temperature. The reaction mixture was purified by an SCX-2 column eluting with Methanol followed by ammonia:methanol solution (7 N). The organics were then evaporated and the compound ... Starting materials: S1C=CC2=C1C=CC=C2CCOCCCO (3-[2-(1-benzothiophen-4-yl)ethoxy]-1-propanol), S(=O)(Cl)Cl (thionyl chloride), CN(C=O)C (N,N-dimethylformamide). Run in C(Cl)Cl (methylene chloride). Product: ClCCCOCCC1=CC=CC2=C1C=CS2 (4-[2-(3-chloropropoxy)ethyl]-1-benzothiophene). Reaction SMILES: [S:1]1[C:5]2[CH:6]=[CH:7][CH:8]=[C:9]([CH2:10][CH2:11][O:12][CH2:13][CH2:14][CH2:15]O)[C:4]=2[CH:3]=[CH:2]1.S(Cl)([Cl:19])=O.CN(C)C=O>C(Cl)Cl>[Cl:19][CH2:15][CH2:14][CH2:13][O:12][CH2:11][CH2:10][C:9]1[C:4]2[CH:3]=[CH:2][S:1][C:5]=2[CH:6]=[CH:7][CH:8]=1. Procedure details: In 7.0 mL of methylene chloride was dissolved 1.40 g of 3-[2-(1-benzothiophen-4-yl)ethoxy]-1-propanol, followed by adding thereto 1.10 mL of thionyl chloride and 0.05 mL of N,N-dimethylformamide, and the resulting mixture was heated under reflux for 5 hours. Then, the solvent was distilled off under reduced pressure. The residue was purified by a column chromatography (eluent; hexane:ethyl acetate=20:1) to obtain 1.43 g of 4-[2-(3-chloropropoxy)ethyl]-1-benzothiophene as a yellow oil. Starting materials: CC=1C=CC(=CC1)S(=O)(=O)O (p-TsOH), NC1=C(C=CC(=C1)F)NC1=NC=C2NC(N(C2=N1)[C@@H]1CCOC2=C(C=CC=C12)F)=O ((R)-2-(2-amino-4-fluorophenylamino)-9-(8-fluorochroman-4-yl)-7H-purin-8(9H)-one). Run in COC(OC)OC (trimethylorthoformate). Reaction conditions: time 15 hour. Product: FC1=CC2=C(N(C=N2)C2=NC=C3NC(N(C3=N2)[C@@H]2CCOC3=C(C=CC=C23)F)=O)C=C1 (2-(5-Fluoro-1H-benzo[d]imidazol-1-yl)-9-((R)-8-fluorochroman-4-yl)-7H-purin-8(9H)-one). As a reaction SMILES: [CH3:1]C1C=CC(S(O)(=O)=O)=CC=1.[NH2:12][C:13]1[CH:18]=[C:17]([F:19])[CH:16]=[CH:15][C:14]=1[NH:20][C:21]1[N:29]=[C:28]2[C:24]([NH:25][C:26](=[O:41])[N:27]2[C@H:30]2[C:39]3[C:34](=[C:35]([F:40])[CH:36]=[CH:37][CH:38]=3)[O:33][CH2:32][CH2:31]2)=[CH:23][N:22]=1>COC(OC)OC>[F:19][C:17]1[CH:16]=[CH:15][C:14]2[N:20]([C:21]3[N:29]=[C:28]4[C:24]([NH:25][C:26](=[O:41])[N:27]4[C@H:30]4[C:39]5[C:34](=[C:35]([F:40])[CH:36]=[CH:37][CH:38]=5)[O:33][CH2:32][CH2:31]4)=[CH:23][N:22]=3)[CH:1]=[N:12][C:13]=2[CH:18]=1. Procedure details: A catalytic amount of p-TsOH was added to a solution of the above amine in trimethylorthoformate (2 mL). The mixture was stirred at RT for 15 hr then the solvents were reduced and the resultant material partitioned between DCM and brine and separated. The crude product was purified via column chromatography (eluted with 5% MeOH/DCM) to yield the titled compound (9 mg). 1H-NMR (300 MHz, CDCl3) δ 10.0 (s, 1H), 8.9 (s, 1H), 8.3 (s, 1H), 7.8 (dd, 1H), 7.4 (d, 1H), 7.1 (m, 2H), 6.8 (m, 2H), 5.9 (dd, ... Reactants: Cc1cc2c(ncn2C)c(N)c1C, FC(F)(F)c1cc(Cl)nc(-c2cccnc2)n1. Product: Cc1cc2c(ncn2C)c(Nc2cc(C(F)(F)F)nc(-c3cccnc3)n2)c1C. As a reaction SMILES: [CH3:18][n:19]1[cH:20][n:21][c:22]2[c:23]1[cH:24][c:25]([CH3:30])[c:26]([CH3:29])[c:27]2[NH2:28].[Cl:1][c:2]1[n:3][c:4](-[c:12]2[cH:13][n:14][cH:15][cH:16][cH:17]2)[n:5][c:6]([C:8]([F:9])([F:10])[F:11])[cH:7]1>>[c:2]1([NH:28][c:27]2[c:22]3[n:21][cH:20][n:19]([CH3:18])[c:23]3[cH:24][c:25]([CH3:30])[c:26]2[CH3:29])[n:3][c:4](-[c:12]2[cH:13][n:14][cH:15][cH:16][cH:17]2)[n:5][c:6]([C:8]([F:9])([F:10])[F:11])[cH:7]1.